Dataset: the Open Reaction Database (ORD), a public repository of structured organic reaction records. Task: describe an organic reaction: reactants, conditions, products, and yield The reactants are CC1(OC2=C(C1)C=CC=C2CC2CCC(CC2)=O)C (4-(2,3-dihydro-2,2-dimethylbenzofuran- 7-ylmethyl)cyclohexanone), C(#N)NC(=N)N (cyanoguanidine). Solvent: C(C)OCCOCCO (2-(2-ethoxyethoxy)ethanol). Yields the product NC1=NC=2CCC(CC2C(=N1)N)CC1=CC=CC=2CC(OC21)(C)C (2,4-diamino-6-(2,3-dihydro-2,2-dimethylbenzofuran-7-ylmethyl)-5,6,7,8-tetrahydroquinazoline). As a reaction SMILES: [CH3:1][C:2]1([CH3:19])[CH2:6][C:5]2[CH:7]=[CH:8][CH:9]=[C:10]([CH2:11][CH:12]3[CH2:17][CH2:16][C:15](=O)[CH2:14][CH2:13]3)[C:4]=2[O:3]1.[C:20]([NH:22][C:23]([NH2:25])=[NH:24])#[N:21]>C(OCCOCCO)C>[NH2:25][C:23]1[N:22]=[C:20]([NH2:21])[C:16]2[CH2:17][CH:12]([CH2:11][C:10]3[C:4]4[O:3][C:2]([CH3:19])([CH3:1])[CH2:6][C:5]=4[CH:7]=[CH:8][CH:9]=3)[CH2:13][CH2:14][C:15]=2[N:24]=1. Procedure details: This compound is prepared in a manner analogous to that of Example 1, using 3.4 grams (0.013 mole) of 4-(2,3-dihydro-2,2-dimethylbenzofuran- 7-ylmethyl)cyclohexanone and 1.2 grams (0.014 mole) of cyanoguanidine in 2-(2-ethoxyethoxy)ethanol, yielding 2,4-diamino-6-(2,3-dihydro-2,2-dimethylbenzofuran-7-ylmethyl)-5,6,7,8-tetrahydroquinazoline. Reactants: hydrochloride salt, C(C)(C)(C)OC(=O)N1CC(CC1)CC(CSC(C)=O)C(=O)OCC (3-(3-acetylsulfanyl-2-ethoxycarbonyl-propyl)-pyrrolidine-1-carboxylic acid tert-butyl ester). Run in Cl (HCl). Yields the product SCC(C(=O)O)CC1CNCC1 (2-Mercaptomethyl-3-pyrrolidin-3-yl-propionic acid). RXN SMILES: C(OC([N:8]1[CH2:12][CH2:11][CH:10]([CH2:13][CH:14]([C:20]([O:22]CC)=[O:21])[CH2:15][S:16]C(=O)C)[CH2:9]1)=O)(C)(C)C>Cl>[SH:16][CH2:15][CH:14]([CH2:13][CH:10]1[CH2:11][CH2:12][NH:8][CH2:9]1)[C:20]([OH:22])=[O:21]. Procedure details: A solution of 3-(3-acetylsulfanyl-2-ethoxycarbonyl-propyl)-pyrrolidine-1-carboxylic acid tert-butyl ester (0.52 g; 1.45 mmol) in concentrated HCl (15 mL) was refluxed under argon for 1 h. The reaction mixture was allowed to cool to room temperature and concentrated under reduced pressure to afford a diasteromeric mixture of the title compound as the hydrochloride salt (0.33 g; 100%). Starting materials: CCNCC, CCCCCC, CC(=O)C1CC1, [Cl-], [Cl-], [Cl-], [Cl-], [Ti+4]. Yields the product C=C(C1CC1)N(CC)CC. As a reaction SMILES: [CH2:7]([CH3:8])[NH:9][CH2:10][CH3:11].[CH3:12][CH2:13][CH2:14][CH2:15][CH2:16][CH3:17].[CH3:1][C:2](=[O:3])[CH:4]1[CH2:5][CH2:6]1.[Cl-:18].[Cl-:19].[Cl-:20].[Cl-:21].[Ti+4:22]>>[CH2:1]=[C:2]([CH:4]1[CH2:5][CH2:6]1)[N:9]([CH2:7][CH3:8])[CH2:10][CH3:11].